Dataset: the Open Reaction Database (ORD), a public repository of structured organic reaction records. Task: describe an organic reaction: reactants, conditions, products, and yield The reactants are CC(C)(C)OC(=O)N1CCC(C(=O)NC(CCCc2cccnc2)CCCc2cccnc2)CC1, ClCCl, O=C(O)C(F)(F)F. Product: O=C(NC(CCCc1cccnc1)CCCc1cccnc1)C1CCNCC1. Reaction SMILES: [C:1]([O:2][C:3](=[O:4])[N:8]1[CH2:9][CH2:10][CH:11]([C:14]([NH:15][CH:16]([CH2:17][CH2:18][CH2:19][c:20]2[cH:21][n:22][cH:23][cH:24][cH:25]2)[CH2:26][CH2:27][CH2:28][c:29]2[cH:30][n:31][cH:32][cH:33][cH:34]2)=[O:35])[CH2:12][CH2:13]1)([CH3:5])([CH3:6])[CH3:7].[CH2:43]([Cl:44])[Cl:45].[OH:36][C:37]([C:38]([F:39])([F:40])[F:41])=[O:42]>>[NH:8]1[CH2:9][CH2:10][CH:11]([C:14]([NH:15][CH:16]([CH2:17][CH2:18][CH2:19][c:20]2[cH:21][n:22][cH:23][cH:24][cH:25]2)[CH2:26][CH2:27][CH2:28][c:29]2[cH:30][n:31][cH:32][cH:33][cH:34]2)=[O:35])[CH2:12][CH2:13]1.